From a dataset of the Open Reaction Database (ORD), a public repository of structured organic reaction records. describe an organic reaction: reactants, conditions, products, and yield The reactants are C1COCCO1, COC(=O)CC(c1ccccc1)n1cnc2cc([N+](=O)[O-])ccc21, N, [Na+], [Na+], O, O=S([O-])S(=O)[O-]. Yields the product COC(=O)CC(c1ccccc1)n1cnc2cc(N)ccc21. As a reaction SMILES: [CH2:34]1[O:35][CH2:36][CH2:37][O:38][CH2:39]1.[N+:1]([O-:2])(=[O:3])[c:4]1[cH:5][c:6]2[c:7]([n:8]([CH:11]([CH2:12][C:13](=[O:14])[O:15][CH3:16])[c:17]3[cH:18][cH:19][cH:20][cH:21][cH:22]3)[cH:9][n:10]2)[cH:23][cH:24]1.[NH3:25].[Na+:32].[Na+:33].[OH2:40].[S:26]([S:27]([O-:28])=[O:29])([O-:30])=[O:31]>>[NH2:1][c:4]1[cH:5][c:6]2[c:7]([n:8]([CH:11]([CH2:12][C:13](=[O:14])[O:15][CH3:16])[c:17]3[cH:18][cH:19][cH:20][cH:21][cH:22]3)[cH:9][n:10]2)[cH:23][cH:24]1.